From a dataset of the Open Reaction Database (ORD), a public repository of structured organic reaction records. describe an organic reaction: reactants, conditions, products, and yield Starting materials: BrCCCCBr, CCCC[N+](CCCC)(CCCC)CCCC, [Cl-], [K+], [OH-], CC1(C)Oc2c(O)cccc2C1N1CCCCC1. Product: CC1(C)Oc2c(OCCCCBr)cccc2C1N1CCCCC1. Reaction SMILES: [Br:21][CH2:22][CH2:23][CH2:24][CH2:25][Br:26].[CH2:28]([N+:29]([CH2:30][CH2:31][CH2:32][CH3:33])([CH2:34][CH2:35][CH2:36][CH3:37])[CH2:38][CH2:39][CH2:40][CH3:41])[CH2:42][CH2:43][CH3:44].[Cl-:27].[K+:2].[OH-:1].[OH:3][c:4]1[cH:5][cH:6][cH:7][c:8]2[c:12]1[O:11][C:10]([CH3:13])([CH3:14])[CH:9]2[N:15]1[CH2:16][CH2:17][CH2:18][CH2:19][CH2:20]1>>[O:3]([c:4]1[cH:5][cH:6][cH:7][c:8]2[c:12]1[O:11][C:10]([CH3:13])([CH3:14])[CH:9]2[N:15]1[CH2:16][CH2:17][CH2:18][CH2:19][CH2:20]1)[CH2:25][CH2:24][CH2:23][CH2:22][Br:21].